This data is from the Open Reaction Database (ORD), a public repository of structured organic reaction records. The task is: describe an organic reaction: reactants, conditions, products, and yield Starting materials: O=C([O-])O, O=C(OO)c1cccc(Cl)c1, ClCCl, CSc1ccc(C2=C(c3cc(F)cc(F)c3)C(=O)C(C)(C)O2)cc1C, [Na+]. Yields the product Cc1cc(C2=C(c3cc(F)cc(F)c3)C(=O)C(C)(C)O2)ccc1S(C)=O. As a reaction SMILES: [C:37](=[O:38])([OH:39])[O-:40].[Cl:26][c:27]1[cH:28][c:29]([C:34](=[O:31])[O:35][OH:36])[cH:30][cH:32][cH:33]1.[Cl:42][CH2:43][Cl:44].[F:1][c:2]1[cH:3][c:4]([C:9]2=[C:13]([c:14]3[cH:15][c:16]([CH3:22])[c:17]([S:20][CH3:21])[cH:18][cH:19]3)[O:12][C:11]([CH3:23])([CH3:24])[C:10]2=[O:25])[cH:5][c:6]([F:8])[cH:7]1.[Na+:41]>>[F:1][c:2]1[cH:3][c:4]([C:9]2=[C:13]([c:14]3[cH:15][c:16]([CH3:22])[c:17]([S:20]([CH3:21])=[O:31])[cH:18][cH:19]3)[O:12][C:11]([CH3:23])([CH3:24])[C:10]2=[O:25])[cH:5][c:6]([F:8])[cH:7]1. The reactants are CS(=O)(=O)c1nc(-c2ccc(Cl)cc2Cl)c(-c2ccc(Cl)cc2)c(S(C)(=O)=O)n1, N#C[K], CN(C)C=O. Yields the product CS(=O)(=O)c1nc(O)c(-c2ccc(Cl)cc2)c(-c2ccc(Cl)cc2Cl)n1. Reaction SMILES: [CH3:1][S:2](=[O:3])(=[O:4])[c:5]1[n:6][c:7]([S:26]([CH3:27])(=[O:28])=[O:29])[c:8](-[c:19]2[cH:20][cH:21][c:22]([Cl:25])[cH:23][cH:24]2)[c:9](-[c:11]2[c:12]([Cl:18])[cH:13][c:14]([Cl:17])[cH:15][cH:16]2)[n:10]1.[K:30][C:31]#[N:32].[O:33]=[CH:34][N:35]([CH3:36])[CH3:37]>>[CH3:1][S:2](=[O:3])(=[O:4])[c:5]1[n:6][c:7]([OH:33])[c:8](-[c:19]2[cH:20][cH:21][c:22]([Cl:25])[cH:23][cH:24]2)[c:9](-[c:11]2[c:12]([Cl:18])[cH:13][c:14]([Cl:17])[cH:15][cH:16]2)[n:10]1. Reactants: NC1=C(C(=C(C(CNC(C)(C)C)O)C=C1)F)F (4-amino-α-[(tert-butylamino)methyl]-2,3-difluorobenzyl alcohol), O[PH2]=O (H3PO2). Product: C(C)(C)(C)NCC(C1=C(C(=CC=C1)F)F)O (α-[(tert-butylamino)methyl]-2,3-difluorobenzyl alcohol). RXN SMILES: N[C:2]1[CH:15]=[CH:14][C:5]([CH:6]([OH:13])[CH2:7][NH:8][C:9]([CH3:12])([CH3:11])[CH3:10])=[C:4]([F:16])[C:3]=1[F:17].O[PH2]=O>>[C:9]([NH:8][CH2:7][CH:6]([OH:13])[C:5]1[CH:14]=[CH:15][CH:2]=[C:3]([F:17])[C:4]=1[F:16])([CH3:12])([CH3:10])[CH3:11]. Procedure: By using the procedure of Example 18, 4-amino-α-[(tert-butylamino)methyl]-2,3-difluorobenzyl alcohol is deaminated with H3PO2 to afford the title compound. Similarly, 2,3-difluoro-α-[(isopropylamino)methyl]benzyl alcohol is obtained from its corresponding 4-amino compound. Reactants: CI (methyl iodide), OC(C(=O)OCC)CCC1=CC(=C(C=C1)C1CCCCC1)N (ethyl α-hydroxy-γ-(3-amino-4-cyclohexylphenyl)butyrate). The solvent is N1=CC=CC=C1 (pyridine). Reaction conditions: time 8 hour. Yields the product OC(C(=O)OCC)CCC1=CC(=C(C=C1)C1CCCCC1)NC (ethyl α-hydroxy-γ-(3-methylamino -4-cyclohexylphenyl)butyrate). Reaction SMILES: [OH:1][CH:2]([CH2:8][CH2:9][C:10]1[CH:15]=[CH:14][C:13]([CH:16]2[CH2:21][CH2:20][CH2:19][CH2:18][CH2:17]2)=[C:12]([NH2:22])[CH:11]=1)[C:3]([O:5][CH2:6][CH3:7])=[O:4].[CH3:23]I>N1C=CC=CC=1>[OH:1][CH:2]([CH2:8][CH2:9][C:10]1[CH:15]=[CH:14][C:13]([CH:16]2[CH2:21][CH2:20][CH2:19][CH2:18][CH2:17]2)=[C:12]([NH:22][CH3:23])[CH:11]=1)[C:3]([O:5][CH2:6][CH3:7])=[O:4]. Reported procedure: To a solution of 0.01 moles of ethyl α-hydroxy-γ-(3-amino-4-cyclohexylphenyl)butyrate in 100 ml. of pyridine is added 0.1 moles of methyl iodide. The reaction mixture is stirred overnight at room temperature, filtered and concentrated. The residue is distilled to obtain ethyl α-hydroxy-γ-(3-methylamino -4-cyclohexylphenyl)butyrate.